Dataset: the Open Reaction Database (ORD), a public repository of structured organic reaction records. Task: describe an organic reaction: reactants, conditions, products, and yield Starting materials: [Al+3], C1CCOC1, CN(C)C(=O)C1CC(F)(F)C1, [H-], [H-], [H-], [H-], [Li+]. Product: CN(C)CC1CC(F)(F)C1. Reaction SMILES: [Al+3:13].[CH2:18]1[O:19][CH2:20][CH2:21][CH2:22]1.[F:1][C:2]1([F:11])[CH2:3][CH:4]([C:6](=[O:7])[N:8]([CH3:9])[CH3:10])[CH2:5]1.[H-:12].[H-:15].[H-:16].[H-:17].[Li+:14]>>[F:1][C:2]1([F:11])[CH2:3][CH:4]([CH2:6][N:8]([CH3:9])[CH3:10])[CH2:5]1. Starting materials: OC(C)C1=CC(=C(OCCCC(=O)OC)C=C1[N+](=O)[O-])OC (Methyl 4-[4-(1-hydroxyethyl)-2-methoxy-5-nitrophenoxy]butyrate), O.[OH-].[Li+] (lithium hydroxide monohydrate). Run in CO (methanol). Product: OC(C)C1=CC(=C(OCCCC(=O)O)C=C1[N+](=O)[O-])OC (4-[4-(1-Hydroxyethyl)-2-methoxy-5-nitrophenoxy]butyric acid), solid. Yield: 83.0%. Reaction SMILES: [OH:1][CH:2]([C:4]1[C:17]([N+:18]([O-:20])=[O:19])=[CH:16][C:7]([O:8][CH2:9][CH2:10][CH2:11][C:12]([O:14]C)=[O:13])=[C:6]([O:21][CH3:22])[CH:5]=1)[CH3:3].O.[OH-].[Li+]>CO>[OH:1][CH:2]([C:4]1[C:17]([N+:18]([O-:20])=[O:19])=[CH:16][C:7]([O:8][CH2:9][CH2:10][CH2:11][C:12]([OH:14])=[O:13])=[C:6]([O:21][CH3:22])[CH:5]=1)[CH3:3] |f:1.2.3|. Procedure details: Methyl 4-[4-(1-hydroxyethyl)-2-methoxy-5-nitrophenoxy]butyrate (5.04 g) from above was stirred with lithium hydroxide monohydrate in methanol using conventional protocols. 4-[4-(1-Hydroxyethyl)-2-methoxy-5-nitrophenoxy]butyric acid was obtained as an amorphous yellow solid (4.0 g, 83%). 1H NMR (CDCl3) δ1.34 (3H, d, J=11 Hz, MeCOH), 2.03 (2H, m, CCH2C), 2.38 (2H, t, J=7.3 Hz, CH2CO), 3.81 (3H, s, OMe), 3.96 (2H, t, J=7.4 Hz, CH2O), 4.13 (2H, brs, OH), 5.38 (1H, q, J=10.8 Hz, CHOH), 7.19 (1H, s, a... The reactants are O=S1(=O)CCCC1, O=C1Nc2ccc(S(=O)(=O)O)cc2C1=O, [Na], O=P(Cl)(Cl)Cl. Product: O=C1Nc2ccc(S(=O)(=O)Cl)cc2C1=O. As a reaction SMILES: [CH2:22]1[S:23](=[O:24])(=[O:25])[CH2:26][CH2:27][CH2:28]1.[NH:6]1[C:7](=[O:8])[C:9](=[O:10])[c:11]2[cH:12][c:13]([S:17](=[O:18])(=[O:19])[OH:20])[cH:14][cH:15][c:16]21.[Na:21].[P:1]([Cl:2])([Cl:3])([Cl:4])=[O:5]>>[Cl:3][S:17]([c:13]1[cH:12][c:11]2[c:16]([cH:15][cH:14]1)[NH:6][C:7](=[O:8])[C:9]2=[O:10])(=[O:18])=[O:20]. Starting materials: ClC1=NC(=CC=C1O)C (2-chloro-3-hyroxy-6-methylpyridine), C[O-].[Na+].CO (sodium methoxide methanol), O (water). Run in C(C)(=O)O (acetic acid). Yields the product COC1=NC(=CC=C1O)C (2-methoxy-3-hyroxy-6-methylpyridine). The yield is 48.1%. As a reaction SMILES: Cl[C:2]1[C:7]([OH:8])=[CH:6][CH:5]=[C:4]([CH3:9])[N:3]=1.[CH3:10][O-:11].[Na+].CO.O>C(O)(=O)C>[CH3:10][O:11][C:2]1[C:7]([OH:8])=[CH:6][CH:5]=[C:4]([CH3:9])[N:3]=1 |f:1.2.3|. Procedure: In metal sealed tube were added 2-chloro-3-hyroxy-6-methylpyridine (1-014-02) (22.91 g) and 28% sodium methoxide/methanol solution (120 mL) and the reaction mixture was reacted at 150° C. for 3 days. To the reaction mixture was added ice and water (100 mL) and the reaction mixture was neutralized with acetic acid, and evaporated completely. The residue was purified by silica gel column chromatography (chloroform) to give the desired 2-methoxy-3-hyroxy-6-methylpyridine (1-014-03) (10.44 g, 48.1%)... Starting materials: FC1=C(CO)C(=CC(=C1)O)F (2,6-difluoro-4-hydroxybenzyl alcohol), FC=1C=C(CCl)C=CC1F (3,4-difluorobenzyl chloride), ClC(=O)N1C(CN(CC1C)C(=O)OC(C)(C)C)C (1-chlorocarbonyl-2,6-dimethyl-4-tert-butoxycarbonylpiperazine). The product is C[C@@H]1N([C@@H](CNC1)C)C(=O)OCC1=C(C=C(C=C1F)OCC1=CC(=C(C=C1)F)F)F (2,6-Difluoro-4-(3,4-difluorobenzyl)oxybenzyl cis-2,6-dimethylpiperazine-1-carboxylate), product. As a reaction SMILES: [F:1][C:2]1[CH:9]=[C:8]([OH:10])[CH:7]=[C:6]([F:11])[C:3]=1[CH2:4][OH:5].[F:12][C:13]1[CH:14]=[C:15]([CH:18]=[CH:19][C:20]=1[F:21])[CH2:16]Cl.Cl[C:23]([N:25]1[CH:30]([CH3:31])[CH2:29][N:28](C(OC(C)(C)C)=O)[CH2:27][CH:26]1[CH3:39])=[O:24]>>[CH3:39][C@H:26]1[CH2:27][NH:28][CH2:29][C@@H:30]([CH3:31])[N:25]1[C:23]([O:5][CH2:4][C:3]1[C:2]([F:1])=[CH:9][C:8]([O:10][CH2:16][C:15]2[CH:18]=[CH:19][C:20]([F:21])=[C:13]([F:12])[CH:14]=2)=[CH:7][C:6]=1[F:11])=[O:24]. Reported procedure: 2,6-Difluoro-4-(3,4-difluorobenzyl)oxybenzyl cis-2,6-dimethylpiperazine-1-carboxylate was prepared from 2,6-difluoro-4-hydroxybenzyl alcohol, 3,4-difluorobenzyl chloride and 1-chlorocarbonyl-2,6-dimethyl-4-tert-butoxycarbonylpiperazine according to the methods described for Example 54 and 121 to give the product as a yellow oil: δH (400 MHz; d6-DMSO) 1.13 (6H, d, J 7.0 Hz), 2.60 (2H, dd, J 12.0, 4.5 Hz), 2.66 (2H, d, J 12.0 Hz), 3.77–3.85 (2H, m), 5.04 (2H, s), 5.13 (2H, s), 6.84–6.92 (2H, m), 7... The reactants are FC(C(=O)O)(F)F (Trifluoroacetic acid), ClC=1C=C(C=CC1OC(C)C)C1=NC(=NO1)C=1C=CC=C2C(=CNC12)CCC(=O)OC(C)(C)C (1,1-Dimethylethyl 3-[7-(5-{3-chloro-4-[(1-methylethyl)oxy]phenyl}-1,2,4-oxadiazol-3-yl)-1H-indol-3-yl]propanoate). Run in ClCCl (dichloromethane). The product is ClC=1C=C(C=CC1OC(C)C)C1=NC(=NO1)C=1C=CC=C2C(=CNC12)CCC(=O)O (3-[7-(5-{3-Chloro-4-[(1-methylethyl)oxy]phenyl}-1,2,4-oxadiazol-3-yl)-1H-indol-3-yl]propanoic acid). Isolated yield 84.9%. Reaction SMILES: FC(F)(F)C(O)=O.[Cl:8][C:9]1[CH:10]=[C:11]([C:19]2[O:23][N:22]=[C:21]([C:24]3[CH:25]=[CH:26][CH:27]=[C:28]4[C:32]=3[NH:31][CH:30]=[C:29]4[CH2:33][CH2:34][C:35]([O:37]C(C)(C)C)=[O:36])[N:20]=2)[CH:12]=[CH:13][C:14]=1[O:15][CH:16]([CH3:18])[CH3:17]>ClCCl>[Cl:8][C:9]1[CH:10]=[C:11]([C:19]2[O:23][N:22]=[C:21]([C:24]3[CH:25]=[CH:26][CH:27]=[C:28]4[C:32]=3[NH:31][CH:30]=[C:29]4[CH2:33][CH2:34][C:35]([OH:37])=[O:36])[N:20]=2)[CH:12]=[CH:13][C:14]=1[O:15][CH:16]([CH3:17])[CH3:18]. Procedure details: Trifluoroacetic acid (0.32 mL) was added to a solution of 1,1-dimethylethyl 3-[7-(5-{3-chloro-4-[(1-methylethyl)oxy]phenyl}-1,2,4-oxadiazol-3-yl)-1H-indol-3-yl]propanoate (D7) (40 mg) in dichloromethane (0.5 mL) at RT for 1 hour. The reaction mixture was concentrated. The residue was recrystallized from dichloromethane/ether to afford 3-[7-(5-{3-chloro-4-[(1-methylethyl)oxy]phenyl}-1,2,4-oxadiazol-3-yl)-1H-indol-3-yl]propanoic acid (E1) (30 mg) as a white solid. δH (DMSO-d6, 400 MHz): 1.37 (6H, ...